Task: describe an organic reaction: reactants, conditions, products, and yield. Dataset: the Open Reaction Database (ORD), a public repository of structured organic reaction records Starting materials: ClCCl, CC1CCC(c2ccc(Cl)c(C(F)(F)F)c2)=NN1, O=S(=O)(Cl)c1ccc(I)cc1. The product is CC1CCC(c2ccc(Cl)c(C(F)(F)F)c2)=NN1S(=O)(=O)c1ccc(I)cc1. As a reaction SMILES: [Cl:30][CH2:31][Cl:32].[F:1][C:2]([c:3]1[cH:4][c:5]([C:10]2=[N:11][NH:12][CH:13]([CH3:16])[CH2:14][CH2:15]2)[cH:6][cH:7][c:8]1[Cl:9])([F:17])[F:18].[I:19][c:20]1[cH:21][cH:22][c:23]([S:26](=[O:27])(=[O:28])[Cl:29])[cH:24][cH:25]1>>[F:1][C:2]([c:3]1[cH:4][c:5]([C:10]2=[N:11][N:12]([S:26]([c:23]3[cH:22][cH:21][c:20]([I:19])[cH:25][cH:24]3)(=[O:27])=[O:28])[CH:13]([CH3:16])[CH2:14][CH2:15]2)[cH:6][cH:7][c:8]1[Cl:9])([F:17])[F:18]. Starting materials: COC(=O)C(CC(C)C)NC(=O)N1CC(O)C(NC(=O)C(CC(C)C)NC(=O)OC(C)(C)C)CCC1C, CO, Cl, C1COCCO1. The product is COC(=O)C(CC(C)C)NC(=O)N1CC(O)C(NC(=O)C(N)CC(C)C)CCC1C. Reaction SMILES: [CH3:2][O:3][C:4]([CH:5]([CH2:6][CH:7]([CH3:8])[CH3:9])[NH:10][C:11](=[O:12])[N:13]1[CH:14]([CH3:37])[CH2:15][CH2:16][CH:17]([NH:21][C:22]([CH:23]([CH2:24][CH:25]([CH3:26])[CH3:27])[NH:28][C:29]([O:30][C:31]([CH3:32])([CH3:33])[CH3:34])=[O:35])=[O:36])[CH:18]([OH:20])[CH2:19]1)=[O:38].[CH3:45][OH:46].[ClH:1].[O:39]1[CH2:40][CH2:41][O:42][CH2:43][CH2:44]1>>[CH3:2][O:3][C:4]([CH:5]([CH2:6][CH:7]([CH3:8])[CH3:9])[NH:10][C:11](=[O:12])[N:13]1[CH:14]([CH3:37])[CH2:15][CH2:16][CH:17]([NH:21][C:22]([CH:23]([CH2:24][CH:25]([CH3:26])[CH3:27])[NH2:28])=[O:36])[CH:18]([OH:20])[CH2:19]1)=[O:38].